Dataset: the Open Reaction Database (ORD), a public repository of structured organic reaction records. Task: describe an organic reaction: reactants, conditions, products, and yield Starting materials: CCN(C(C)C)C(C)C, O=C(Cl)C(Cl)Cl, Cc1nc2ccccc2n1C1CC2CCC(C1)N2CCC1(c2cccc(F)c2)CCN(C(=O)C(N)C(C)C)CC1. Yields the product Cc1nc2ccccc2n1C1CC2CCC(C1)N2CCC1(c2cccc(F)c2)CCN(C(=O)C(NC(=O)C(Cl)Cl)C(C)C)CC1. RXN SMILES: [CH:47]([N:48]([CH2:49][CH3:50])[CH:51]([CH3:52])[CH3:53])([CH3:54])[CH3:55].[Cl:41][CH:42]([C:43](=[O:44])[Cl:45])[Cl:46].[F:1][c:2]1[cH:3][c:4]([C:8]2([CH2:21][CH2:22][N:23]3[CH:24]4[CH2:25][CH:26]([n:31]5[c:32]([CH3:40])[n:33][c:34]6[c:35]5[cH:36][cH:37][cH:38][cH:39]6)[CH2:27][CH:28]3[CH2:29][CH2:30]4)[CH2:9][CH2:10][N:11]([C:14](=[O:15])[CH:16]([CH:17]([CH3:18])[CH3:19])[NH2:20])[CH2:12][CH2:13]2)[cH:5][cH:6][cH:7]1>>[F:1][c:2]1[cH:3][c:4]([C:8]2([CH2:21][CH2:22][N:23]3[CH:24]4[CH2:25][CH:26]([n:31]5[c:32]([CH3:40])[n:33][c:34]6[c:35]5[cH:36][cH:37][cH:38][cH:39]6)[CH2:27][CH:28]3[CH2:29][CH2:30]4)[CH2:9][CH2:10][N:11]([C:14](=[O:15])[CH:16]([CH:17]([CH3:18])[CH3:19])[NH:20][C:43]([CH:42]([Cl:41])[Cl:46])=[O:44])[CH2:12][CH2:13]2)[cH:5][cH:6][cH:7]1. The reactants are ClC=1C=NC=C(C1N1CCC(CC1)C(=O)N)Cl (1-(3,5-dichloropyridin-4-yl)piperidine-4-carboxamide), FC=1C=C(C=CC1F)B(O)O (3,4-difluorobenzene boronic acid), C([O-])([O-])=O.[Na+].[Na+] (sodium carbonate). Reagents/catalysts: C=1C=CC(=CC1)[P](C=2C=CC=CC2)(C=3C=CC=CC3)[Pd]([P](C=4C=CC=CC4)(C=5C=CC=CC5)C=6C=CC=CC6)([P](C=7C=CC=CC7)(C=8C=CC=CC8)C=9C=CC=CC9)[P](C=1C=CC=CC1)(C=1C=CC=CC1)C=1C=CC=CC1 (tetrakis(triphenylphosphine)palladium(0)). Yield: 51.7%. Reaction SMILES: Cl[C:2]1[CH:3]=[N:4][CH:5]=[C:6]([Cl:17])[C:7]=1[N:8]1[CH2:13][CH2:12][CH:11]([C:14]([NH2:16])=[O:15])[CH2:10][CH2:9]1.[F:18][C:19]1[CH:20]=[C:21](B(O)O)[CH:22]=[CH:23][C:24]=1[F:25].C(=O)([O-])[O-].[Na+].[Na+]>C1C=CC([P]([Pd]([P](C2C=CC=CC=2)(C2C=CC=CC=2)C2C=CC=CC=2)([P](C2C=CC=CC=2)(C2C=CC=CC=2)C2C=CC=CC=2)[P](C2C=CC=CC=2)(C2C=CC=CC=2)C2C=CC=CC=2)(C2C=CC=CC=2)C2C=CC=CC=2)=CC=1.C(#N)C>[Cl:17][C:6]1[CH:5]=[N:4][CH:3]=[C:2]([C:22]2[CH:21]=[CH:20][C:19]([F:18])=[C:24]([F:25])[CH:23]=2)[C:7]=1[N:8]1[CH2:13][CH2:12][CH:11]([C:14]([NH2:16])=[O:15])[CH2:10][CH2:9]1 |f:2.3.4,^1:38,40,59,78|. The solvent is C(C)#N (acetonitrile). Procedure: General procedure D was followed using 1-(3,5-dichloropyridin-4-yl)piperidine-4-carboxamide 23 (24 mg, 0.088 mmol), 3,4-difluorobenzene boronic acid (17 mg, 0.11 mmol), tetrakis(triphenylphosphine)palladium(0) (5 mg, 5 mol %), acetonitrile (1 mL) and 0.5 M sodium carbonate (0.25 mL, 0.12 mmol) for 30 min. The crude product was purified by preparative tlc on silica gel (CH2Cl2, MeOH, 10:1), to give impure title compound as a white solid (16 mg) followed by preparative hplc (CH3CN, H2O, gradient 1... Product: ClC=1C=NC=C(C1N1CCC(CC1)C(=O)N)C1=CC(=C(C=C1)F)F (1-(3-chloro-5-(3,4-difluorophenyl)pyridin-4-yl)piperidine-4-carboxamide).